describe an organic reaction: reactants, conditions, products, and yield From a dataset of the Open Reaction Database (ORD), a public repository of structured organic reaction records. Starting materials: C(C)C1(CCC2=CC(=CC=C12)F)C1=CN(C2=C(C=CC=C12)N)C (3-(1-ethyl-5-fluoro-indan-1-yl)-1-methyl-1H-indol-7-ylamine), CS(=O)(=O)Cl (methanesulfonyl chloride). The solvent is N1=CC=CC=C1 (pyridine), CCOCC (ether). The product is C(C)C1(CCC2=CC(=CC=C12)F)C1=CN(C2=C(C=CC=C12)NS(=O)(=O)C)C (N-[3-(1-Ethyl-5-fluoro-indan-1-yl)-1-methyl-1H-indol-7-yl]-methanesulfonamide). Isolated yield 84.8%. As a reaction SMILES: [CH2:1]([C:3]1([C:13]2[C:21]3[C:16](=[C:17]([NH2:22])[CH:18]=[CH:19][CH:20]=3)[N:15]([CH3:23])[CH:14]=2)[C:11]2[C:6](=[CH:7][C:8]([F:12])=[CH:9][CH:10]=2)[CH2:5][CH2:4]1)[CH3:2].[CH3:24][S:25](Cl)(=[O:27])=[O:26]>N1C=CC=CC=1.CCOCC>[CH2:1]([C:3]1([C:13]2[C:21]3[C:16](=[C:17]([NH:22][S:25]([CH3:24])(=[O:27])=[O:26])[CH:18]=[CH:19][CH:20]=3)[N:15]([CH3:23])[CH:14]=2)[C:11]2[C:6](=[CH:7][C:8]([F:12])=[CH:9][CH:10]=2)[CH2:5][CH2:4]1)[CH3:2]. Procedure: Dissolve 3-(1-ethyl-5-fluoro-indan-1-yl)-1-methyl-1H-indol-7-ylamine (0.18 g, 0.58 mmol) in pyridine (3 ml). Add methanesulfonyl chloride (0.05 ml, 0.70 mmol, 1.20 equivalents) and stir at room temperature under nitrogen overnight. Dilute with ether, wash with 1N aqueous hydrochloric acid (2×), dry over anhydrous sodium sulfate, filter, and concentrate solution in vacuo. Purify the residue on silica eluting with 0 to 100% ethyl acetate/hexanes over 25 minutes to provide the title compound as a w... The reactants are FC(C1=C(COC2=CC=C(C=O)C=C2)C=CC=C1)(F)F (4-(2-Trifluoromethyl-benzyloxy)-benzaldehyde), Cl.NO (hydroxylamine hydrochloride), [OH-].[Na+] (NaOH). The solvent is CCO.O (EtOH H2O), CCO.O (EtOH H2O). Conditions: time 2 hour. Yields the product FC(C1=C(COC2=CC=C(C=NO)C=C2)C=CC=C1)(F)F (4-(2-trifluoromethyl-benzyloxy)-benzaldehyde oxime). Yield: 46.0%. RXN SMILES: [F:1][C:2]([F:20])([F:19])[C:3]1[CH:18]=[CH:17][CH:16]=[CH:15][C:4]=1[CH2:5][O:6][C:7]1[CH:14]=[CH:13][C:10]([CH:11]=O)=[CH:9][CH:8]=1.Cl.[NH2:22][OH:23].[OH-].[Na+]>CCO.O>[F:1][C:2]([F:20])([F:19])[C:3]1[CH:18]=[CH:17][CH:16]=[CH:15][C:4]=1[CH2:5][O:6][C:7]1[CH:14]=[CH:13][C:10]([CH:11]=[N:22][OH:23])=[CH:9][CH:8]=1 |f:1.2,3.4,5.6|. Reported procedure: 4-(2-Trifluoromethyl-benzyloxy)-benzaldehyde (which may be prepared as described in Panetta, J. A. et al. U.S. Pat. No. 6,251,928 Column 25; 28.8 g, 102.7 mmol) was combined with 9:1 EtOH/H2O (210 mL) and hydroxylamine hydrochloride (11 g, 158 mmol) was added. A solution of 3.15 M NaOH in 9:1 EtOH/H2O (70 mL, 221 mmol) was added dropwise. The mixture was stirred at room temperature for 2 h and then heated at 50° C. for 1 h. The mixture was partitioned between EtOAc and H2O, and the organic layer...